From a dataset of the Open Reaction Database (ORD), a public repository of structured organic reaction records. describe an organic reaction: reactants, conditions, products, and yield Reaction SMILES: [CH3:1][O:2][C:3]([C:5]1[S:6][C:7]([CH:14]=[O:15])=[CH:8][C:9]=1[C:10]([F:13])([F:12])[F:11])=[O:4].CC(=CC)C.[Cl-].[Na+].[O:23]1CCOCC1>O>[CH3:1][O:2][C:3]([C:5]1[S:6][C:7]([C:14]([OH:23])=[O:15])=[CH:8][C:9]=1[C:10]([F:11])([F:12])[F:13])=[O:4] |f:2.3|. Product: COC(=O)C=1SC(=CC1C(F)(F)F)C(=O)O (3-Trifluoromethyl-thiophene-2,5-dicarboxylic acid 2-methyl ester). Reactants: NaH2PO4, [Cl-].[Na+] (sodium chloride), COC(=O)C=1SC(=CC1C(F)(F)F)C=O (5-Formyl-3-trifluoromethyl-thiophene-2-carboxylic acid methyl ester), CC(C)=CC (2-methyl-2-butene), O1CCOCC1 (dioxane), Na2ClO2. Yield: 100.0%. Solvent: O (water). Reported procedure: To a solution of 5-Formyl-3-trifluoromethyl-thiophene-2-carboxylic acid methyl ester (2.05 g, 8.61 mmol) in dioxane (40 ml) was added 2-methyl-2-butene (9 ml) and a solution of Na2ClO2 (2.34 g, 25.92 mmol) and NaH2PO4 (2.82 g) in water (9 ml). The mixture was stirred at rt for 1.5 h. The solution was saturated with sodium chloride, then successively extracted with EtOAc. The combined organic layers were dried over Na2SO4 and concentrated under reduced pressure to afford the desired product (2.61... Reaction conditions: time 1.5 hour. The product is COC1CN(C(=O)Cc2ccc(OC(F)(F)F)cc2)CC1N. Reactants: COC1CN(C(=O)Cc2ccc(OC(F)(F)F)cc2)CC1NC(c1ccccc1)(c1ccccc1)c1ccccc1, CCOCC, Cl. As a reaction SMILES: [CH3:1][O:2][CH:3]1[CH2:4][N:5]([C:28]([CH2:29][c:30]2[cH:31][cH:32][c:33]([O:36][C:37]([F:38])([F:39])[F:40])[cH:34][cH:35]2)=[O:41])[CH2:6][CH:7]1[NH:8][C:9]([c:10]1[cH:11][cH:12][cH:13][cH:14][cH:15]1)([c:16]1[cH:17][cH:18][cH:19][cH:20][cH:21]1)[c:22]1[cH:23][cH:24][cH:25][cH:26][cH:27]1.[CH3:43][CH2:44][O:45][CH2:46][CH3:47].[ClH:42]>>[CH3:1][O:2][CH:3]1[CH2:4][N:5]([C:28]([CH2:29][c:30]2[cH:31][cH:32][c:33]([O:36][C:37]([F:38])([F:39])[F:40])[cH:34][cH:35]2)=[O:41])[CH2:6][CH:7]1[NH2:8].